This data is from the Open Reaction Database (ORD), a public repository of structured organic reaction records. The task is: describe an organic reaction: reactants, conditions, products, and yield The reactants are Cl (hydrochloric acid), C[O-].[Na+].CO (sodium methylate methanol), C(C1=CC=CC=C1)N1CCC(CC1)CCC(=O)C1=CC=C(N)C=C1 (4-[3-(1-benzylpiperidin-4-yl)propanoyl]aniline), C(C)(=O)OC1CCC2=C1N=CN=C2Cl (7-acetoxy-4-chloro-5,6-dihydro-7H-cyclopenta[d]pyrimidine). The solvent is C(C)O (ethanol), C(C)O (ethanol). The product is OC1CCC2=C1N=CN=C2NC2=CC=C(C=C2)C(CCC2CCN(CC2)CC2=CC=CC=C2)=O (N-(7-hydroxy-5,6-dihydro-7H-cyclopenta[d]pyrimidin-4-yl)-4-[3-(1-benzylpiperidin-4-yl)propanoyl]aniline). The yield is 57.7%. RXN SMILES: [CH2:1]([N:8]1[CH2:13][CH2:12][CH:11]([CH2:14][CH2:15][C:16]([C:18]2[CH:24]=[CH:23][C:21]([NH2:22])=[CH:20][CH:19]=2)=[O:17])[CH2:10][CH2:9]1)[C:2]1[CH:7]=[CH:6][CH:5]=[CH:4][CH:3]=1.C([O:28][CH:29]1[C:33]2[N:34]=[CH:35][N:36]=[C:37](Cl)[C:32]=2[CH2:31][CH2:30]1)(=O)C.Cl.C[O-].[Na+].CO>C(O)C>[OH:28][CH:29]1[C:33]2[N:34]=[CH:35][N:36]=[C:37]([NH:22][C:21]3[CH:20]=[CH:19][C:18]([C:16](=[O:17])[CH2:15][CH2:14][CH:11]4[CH2:12][CH2:13][N:8]([CH2:1][C:2]5[CH:3]=[CH:4][CH:5]=[CH:6][CH:7]=5)[CH2:9][CH2:10]4)=[CH:24][CH:23]=3)[C:32]=2[CH2:31][CH2:30]1 |f:3.4.5|. Reported procedure: To 15 ml of ethanol were added 0.60 g of 4-[3-(1-benzylpiperidin-4-yl)propanoyl]aniline and 0.51 g of 7-acetoxy-4-chloro-5,6-dihydro-7H-cyclopenta[d]pyrimidine, then 3 ml of an ethanol solution of hydrochloric acid (containing 0.19 g of hydrochloric acid) was added to the mixture and the mixture was reacted under reflux for 30 minutes. After cooling, a 28% sodium methylate-methanol solution was added to the reaction mixture to make it alkaline, and the mixture was condensed under reduced pressur...